From a dataset of the Open Reaction Database (ORD), a public repository of structured organic reaction records. describe an organic reaction: reactants, conditions, products, and yield Reactants: BrC1=CC=C(C=C1)C=1OC(=NN1)C (2-(4-bromophenyl)-5-methyl-1,3,4-oxadiazole), B(O)(O)C1=CC=C(C(=O)O)C=C1 (4-boronobenzoic acid), solid. The product is CC1=NN=C(O1)C1=CC=C(C=C1)C1=CC=C(C=C1)C(=O)O (4'-(5-Methyl-1,3,4-oxadiazol-2-yl)biphenyl-4-carboxylic acid). Reaction SMILES: Br[C:2]1[CH:7]=[CH:6][C:5]([C:8]2[O:9][C:10]([CH3:13])=[N:11][N:12]=2)=[CH:4][CH:3]=1.B([C:17]1[CH:25]=[CH:24][C:20]([C:21]([OH:23])=[O:22])=[CH:19][CH:18]=1)(O)O>>[CH3:13][C:10]1[O:9][C:8]([C:5]2[CH:6]=[CH:7][C:2]([C:17]3[CH:25]=[CH:24][C:20]([C:21]([OH:23])=[O:22])=[CH:19][CH:18]=3)=[CH:3][CH:4]=2)=[N:12][N:11]=1. Procedure: The title compound was prepared from a stirred solution of 2-(4-bromophenyl)-5-methyl-1,3,4-oxadiazole (D110) and 4-boronobenzoic acid using a similar procedure to Description 11, as a white crystalline solid (68%).